From a dataset of the Open Reaction Database (ORD), a public repository of structured organic reaction records. describe an organic reaction: reactants, conditions, products, and yield The reactants are CN(C)C=O, Fc1ccc(CCl)cc1, Clc1nc2ccccc2[nH]1, [I-], [K+], [Na+], [Na+], O=C([O-])[O-], O. The product is Fc1ccc(Cn2c(Cl)nc3ccccc32)cc1. RXN SMILES: [CH3:29][N:30]([CH3:31])[CH:32]=[O:33].[Cl:11][CH2:12][c:13]1[cH:14][cH:15][c:16]([F:19])[cH:17][cH:18]1.[Cl:1][c:2]1[n:3][c:4]2[c:5]([nH:6]1)[cH:7][cH:8][cH:9][cH:10]2.[I-:27].[K+:26].[Na+:20].[Na+:21].[O-:22][C:23](=[O:24])[O-:25].[OH2:28]>>[Cl:1][c:2]1[n:3][c:4]2[c:5]([n:6]1[CH2:12][c:13]1[cH:14][cH:15][c:16]([F:19])[cH:17][cH:18]1)[cH:7][cH:8][cH:9][cH:10]2. Reactants: ClC=1C=C(C=CC1F)OC (3-chloro-4-fluoroanisole), II (iodine). The reagents and catalysts are FC(C(=O)[O-])(F)F.[Ag+] (silver trifluoroacetate). Run in C(Cl)(Cl)Cl (chloroform). Reaction conditions: time 2 hour. Yields the product ClC=1C(=CC(=C(C1)OC)I)F (5-chloro-4-fluoro-2-iodoanisole). Yield: 59.8%. RXN SMILES: [Cl:1][C:2]1[CH:3]=[C:4]([O:9][CH3:10])[CH:5]=[CH:6][C:7]=1[F:8].[I:11]I>C(Cl)(Cl)Cl.FC(F)(F)C([O-])=O.[Ag+]>[Cl:1][C:2]1[C:7]([F:8])=[CH:6][C:5]([I:11])=[C:4]([O:9][CH3:10])[CH:3]=1 |f:3.4|. Reported procedure: To a solution of 3-chloro-4-fluoroanisole (4.69 g, Lancaster) in chloroform (250 mL) was added silver trifluoroacetate (23.2 g, Aldrich) followed by iodine (15.8 g, Aldrich) in several portions. The reaction mixture was stirred for 2 hours and filtered through Celite. The filtrate was washed with water, brine, dried and concentrated. The crude product was purified by crystallization from ether/petroleum ether to give 5-chloro-4-fluoro-2-iodoanisole (5.0 g). MS (M+H)+, 285. Starting materials: FF (fluorine), N1=C(C=CC=C1)S(=O)(=O)[O-].[Na+] (Sodium 2-pyridinesulfonate), solvent, FF (fluorine), O (water), C(C)#N (acetonitrile), resultant mixture. Solvent: O1CCCC1 (tetrahydrofuran). Product: F[N+]1=C(C=CC=C1)S(=O)(=O)[O-] (N-fluoropyridinium-2-sulfonate). The yield is 38.0%. RXN SMILES: [N:1]1[CH:6]=[CH:5][CH:4]=[CH:3][C:2]=1[S:7]([O-:10])(=[O:9])=[O:8].[Na+].O.C(#N)C.[F:16]F>O1CCCC1>[F:16][N+:1]1[CH:6]=[CH:5][CH:4]=[CH:3][C:2]=1[S:7]([O-:10])(=[O:9])=[O:8] |f:0.1|. Procedure details: Sodium 2-pyridinesulfonate (1 mmol) was added to 2.2 ml of a solvent mixture containing water and acetonitrile (1:10). A gas mixture containing fluorine gas and nitrogen gas (1:9) was then introduced into the resultant mixture at -25° C. and at a flow rate of 30 ml/min. The amount of the fluorine introduced was 9 mmol. After the reaction, 20 ml of tetrahydrofuran was added to the reaction solution, and the separated precipitate was filtered off. The thus-formed precipitate was extracted with ace...